From a dataset of the Open Reaction Database (ORD), a public repository of structured organic reaction records. describe an organic reaction: reactants, conditions, products, and yield The reactants are C(#C)C1CCC(CC1)C=O (4-ethynyl cyclohexanecarboxaldehyde), SCC(CO)C(C)C (2-mercaptomethyl-3-methylbutan-1-ol). Yields the product C(#C)C1CCC(CC1)C1OCC(CS1)C(C)C (2-(4-ethynylcyclohexyl)-5-isopropyl-1,3-oxathiane). As a reaction SMILES: [C:1]([CH:3]1[CH2:8][CH2:7][CH:6]([CH:9]=[O:10])[CH2:5][CH2:4]1)#[CH:2].[SH:11][CH2:12][CH:13]([CH:16]([CH3:18])[CH3:17])[CH2:14]O>>[C:1]([CH:3]1[CH2:8][CH2:7][CH:6]([CH:9]2[S:11][CH2:12][CH:13]([CH:16]([CH3:18])[CH3:17])[CH2:14][O:10]2)[CH2:5][CH2:4]1)#[CH:2]. Reported procedure: Using the method described in Example 1(v) and starting from 4-ethynyl cyclohexanecarboxaldehyde (European Patent Application No. 88305107) and 2-mercaptomethyl-3-methylbutan-1-ol, 2-(4-ethynylcyclohexyl)-5-isopropyl-1,3-oxathiane was obtained as a mixture of isomers. Starting materials: N1=CC=CC2=C1SC1=C(CN2)C=CC=C1 (5,6-dihydropyrido[2,3-b][1,4]benzothiazepine), C1(=CC=C(C=C1)C(=O)Cl)C1=CC=CC=C1 ([1,1'-biphenyl]-4-carbonyl chloride). Product: C1(=CC=C(C=C1)C(=O)N1C2=C(SC3=C(C1)C=CC=C3)N=CC=C2)C2=CC=CC=C2 (5-([1,1'-Biphenyl]-4-ylcarbonyl)-5,6-dihydropyrido[2,3-b][1,4]benzothiazepine). RXN SMILES: [N:1]1[C:6]2[S:7][C:8]3[CH:15]=[CH:14][CH:13]=[CH:12][C:9]=3[CH2:10][NH:11][C:5]=2[CH:4]=[CH:3][CH:2]=1.[C:16]1([C:25]2[CH:30]=[CH:29][CH:28]=[CH:27][CH:26]=2)[CH:21]=[CH:20][C:19]([C:22](Cl)=[O:23])=[CH:18][CH:17]=1>>[C:16]1([C:25]2[CH:26]=[CH:27][CH:28]=[CH:29][CH:30]=2)[CH:17]=[CH:18][C:19]([C:22]([N:11]2[CH2:10][C:9]3[CH:12]=[CH:13][CH:14]=[CH:15][C:8]=3[S:7][C:6]3[N:1]=[CH:2][CH:3]=[CH:4][C:5]2=3)=[O:23])=[CH:20][CH:21]=1. Reported procedure: As described for Example 26, 5,6-dihydropyrido[2,3-b][1,4]benzothiazepine is reacted with [1,1'-biphenyl]-4-carbonyl chloride to give the product as a solid. Starting materials: FC1=CC=C(C=C1)[C@H]1[C@]2(C=C(CO2)C2=C(C=CC(=C2)C#N)OC(C)C)CC[C@@H]1CO ((5R, 6S, 7S)-6-(4-fluorophenyl)-3-(5-cyano-2-isopropoxy-phenyl)-1-oxaspiro[4.4]non-3-ene-7-methanol). The reagents and catalysts are [Pd] (palladium-on-charcoal). The solvent is CO (methanol). The product is FC1=CC=C(C=C1)[C@H]1[C@]2(C[C@H](CO2)C2=C(C=CC(=C2)C#N)OC(C)C)CC[C@@H]1CO ((3S,5R,6S, 7S)-6-(4-Fluorophenyl)-3-(5-cyano-2-isopropoxy-phenyl)-1-oxaspiro[4.4]nonane-7-methanol). RXN SMILES: [F:1][C:2]1[CH:7]=[CH:6][C:5]([C@@H:8]2[C@@H:28]([CH2:29][OH:30])[CH2:27][CH2:26][C@@:9]32[O:13][CH2:12][C:11]([C:14]2[CH:19]=[C:18]([C:20]#[N:21])[CH:17]=[CH:16][C:15]=2[O:22][CH:23]([CH3:25])[CH3:24])=[CH:10]3)=[CH:4][CH:3]=1>CO.[Pd]>[F:1][C:2]1[CH:3]=[CH:4][C:5]([C@@H:8]2[C@@H:28]([CH2:29][OH:30])[CH2:27][CH2:26][C@@:9]32[O:13][CH2:12][C@H:11]([C:14]2[CH:19]=[C:18]([C:20]#[N:21])[CH:17]=[CH:16][C:15]=2[O:22][CH:23]([CH3:25])[CH3:24])[CH2:10]3)=[CH:6][CH:7]=1. Reported procedure: The title compound was prepared by hydrogenation of (5R, 6S, 7S)-6-(4-fluorophenyl)-3-(5-cyano-2-isopropoxy-phenyl)-1-oxaspiro[4.4]non-3-ene-7-methanol (78 mg) in methanol (4 mL) over 10% palladium-on-charcoal (20 mg) at 50 psi for 90 minutes. Purification was achieved by means of silica gel chromatography eluting with 10% acetone/methylene chloride; yield 35 mg. The reactants are Nc1cc([N+](=O)[O-])c(N)cc1Cl, OCC(O)CS. Product: Nc1cc([N+](=O)[O-])c(N)cc1SCC(O)CO. Reaction SMILES: [N+:1](=[O:2])([O-:3])[c:4]1[c:5]([NH2:12])[cH:6][c:7]([Cl:11])[c:8]([NH2:10])[cH:9]1.[SH:13][CH2:14][CH:15]([CH2:16][OH:17])[OH:18]>>[N+:1](=[O:2])([O-:3])[c:4]1[c:5]([NH2:12])[cH:6][c:7]([S:13][CH2:14][CH:15]([CH2:16][OH:17])[OH:18])[c:8]([NH2:10])[cH:9]1. Starting materials: C(=O)=O.C(Cl)Cl (Dry Ice methylene dichloride), B(Br)(Br)Br (Boron tribromide), ClC=1C=CC(=C(C(=O)O)C1)NC1=CC=C(C=C1)OC (5-chloro-2-(4-methoxyphenylamino)benzoic acid). Solvent: C(Cl)Cl (methylene dichloride), C(Cl)Cl (methylene dichloride). Run at time 20 hour. The product is ClC=1C=CC(=C(C(=O)O)C1)NC1=CC=C(C=C1)O (5-chloro-2-(4-hydroxyphenylamino)benzoic acid). The yield is 81.0%. As a reaction SMILES: B(Br)(Br)Br.[Cl:5][C:6]1[CH:7]=[CH:8][C:9]([NH:15][C:16]2[CH:21]=[CH:20][C:19]([O:22]C)=[CH:18][CH:17]=2)=[C:10]([CH:14]=1)[C:11]([OH:13])=[O:12].C(=O)=O.C(Cl)Cl>C(Cl)Cl>[Cl:5][C:6]1[CH:7]=[CH:8][C:9]([NH:15][C:16]2[CH:21]=[CH:20][C:19]([OH:22])=[CH:18][CH:17]=2)=[C:10]([CH:14]=1)[C:11]([OH:13])=[O:12] |f:2.3|. Reported procedure: Boron tribromide (250 ml, 0.8 molar) in methylene dichloride was added dropwise over a period of 70 minutes to a mixture of 25.1 g of 5-chloro-2-(4-methoxyphenylamino)benzoic acid and 125 ml of dry methylene dichloride cooled to -70° C. (Dry Ice/methylene dichloride). The cooling bath was removed and the reaction mixture stirred for about 20 hours. The volatile solvent was stripped off and water (400 ml) was added dropwise to the residue cooled in an ice bath. The mixture was then made basic by ...